This data is from the Open Reaction Database (ORD), a public repository of structured organic reaction records. The task is: describe an organic reaction: reactants, conditions, products, and yield Reaction SMILES: [CH3:16][O:17][c:18]1[cH:19][cH:20][c:21]([CH2:22][S:23][CH:24]2[CH2:25][CH:26]([C:42](=[O:43])[N:44]3[CH:45]([CH3:63])[CH2:46][N:47]([C:50](=[O:51])[O:52][CH2:53][c:54]4[cH:55][cH:56][c:57]([N+:60](=[O:61])[O-:62])[cH:58][cH:59]4)[CH2:48][CH2:49]3)[N:27]([C:29](=[O:30])[O:31][CH2:32][c:33]3[cH:34][cH:35][c:36]([N+:39](=[O:40])[O-:41])[cH:37][cH:38]3)[CH2:28]2)[cH:64][cH:65]1.[CH3:66][O:67][c:68]1[cH:69][cH:70][cH:71][cH:72][cH:73]1.[OH:1][C:2]([C:3]([F:4])([F:5])[F:6])=[O:7].[OH:8][S:9]([C:10]([F:11])([F:12])[F:13])(=[O:14])=[O:15]>>[SH:23][CH:24]1[CH2:25][CH:26]([C:42](=[O:43])[N:44]2[CH:45]([CH3:63])[CH2:46][N:47]([C:50](=[O:51])[O:52][CH2:53][c:54]3[cH:55][cH:56][c:57]([N+:60](=[O:61])[O-:62])[cH:58][cH:59]3)[CH2:48][CH2:49]2)[N:27]([C:29](=[O:30])[O:31][CH2:32][c:33]2[cH:34][cH:35][c:36]([N+:39](=[O:40])[O-:41])[cH:37][cH:38]2)[CH2:28]1. The reactants are COc1ccc(CSC2CC(C(=O)N3CCN(C(=O)OCc4ccc([N+](=O)[O-])cc4)CC3C)N(C(=O)OCc3ccc([N+](=O)[O-])cc3)C2)cc1, COc1ccccc1, O=C(O)C(F)(F)F, O=S(=O)(O)C(F)(F)F. Yields the product CC1CN(C(=O)OCc2ccc([N+](=O)[O-])cc2)CCN1C(=O)C1CC(S)CN1C(=O)OCc1ccc([N+](=O)[O-])cc1. Reactants: ClC=1C=C(C(=O)O)C=CC1Cl (3,4-dichlorobenzoic acid), O=S(Cl)Cl (SOCl2), NC1CCN2CCC3=C(C2C1)C=C(C(=C3)OC)OC (2-amino-1,3,4,6,7,11b-hexahydro-9,10-dimethoxy-2H-benzo[a]quinolizine). The solvent is C1(=CC=CC=C1)C (toluene), [OH-].[Na+] (NaOH). Conditions: time 1 hour. The product is Cl.ClC=1C=C(C(=O)NC2CCN3CCC4=C(C3C2)C=C(C(=C4)OC)OC)C=CC1Cl (2-(3,4-Dichlorobenzoylamino)-1,3,4,6,7,11b-hexahydro-9, 10-dimethoxy-2H-benzo[a]quinolizine hydrochloride). Yield: 47.3%. Reaction SMILES: [Cl:1][C:2]1[CH:3]=[C:4]([CH:8]=[CH:9][C:10]=1[Cl:11])[C:5]([OH:7])=O.O=S(Cl)Cl.[NH2:16][CH:17]1[CH2:26][CH:25]2[N:20]([CH2:21][CH2:22][C:23]3[CH:30]=[C:29]([O:31][CH3:32])[C:28]([O:33][CH3:34])=[CH:27][C:24]=32)[CH2:19][CH2:18]1>C1(C)C=CC=CC=1.[OH-].[Na+]>[ClH:1].[Cl:1][C:2]1[CH:3]=[C:4]([CH:8]=[CH:9][C:10]=1[Cl:11])[C:5]([NH:16][CH:17]1[CH2:26][CH:25]2[N:20]([CH2:21][CH2:22][C:23]3[CH:30]=[C:29]([O:31][CH3:32])[C:28]([O:33][CH3:34])=[CH:27][C:24]=32)[CH2:19][CH2:18]1)=[O:7] |f:4.5,6.7|. Reported procedure: A mixture of 3,4-dichlorobenzoic acid (6.5 g) and 25 ml of SOCl2 were refluxed for 3 hours and concentrated in vacuo. The concentrate was dissolved in 10 ml of toluene and added dropwise to a cold mixture of 2-amino-1,3,4,6,7,11b-hexahydro-9,10-dimethoxy-2H-benzo[a]quinolizine (8 g, 0.03 mole) in 200 ml of toluene and 75 ml of 20% NaOH. The mixture was stirred in the cold for 1 hour whereupon the solid material was collected by filtration and chromatographed over silica gel using ethyl acetate-m... Starting materials: C(C)OC(=O)C1=C(N(C2=CC=C(C=C12)OC1=CC=C(C=C1)OC(F)(F)F)C1=CC=C(C=C1)N(CC)CC)CC(=O)OCC (1-(4-Diethylaminophenyl)-2-ethoxycarbonylmethyl-5-(4-trifluoromethoxyphenoxy)indole-3-carboxylic acid ethyl ester), Cl (HCl), [OH-].[Na+] (NaOH). Solvent: CCO (EtOH). Product: C(C)N(C1=CC=C(C=C1)N1C(=C(C2=CC(=CC=C12)OC1=CC=C(C=C1)OC(F)(F)F)C(=O)O)CC(=O)OCC)CC (1-(4-Diethylaminophenyl)-2-ethoxycarbonylmethyl-5-(4-trifluoromethoxyphenoxy)indole-3-carboxylic acid). RXN SMILES: C([O:3][C:4]([C:6]1[C:14]2[C:9](=[CH:10][CH:11]=[C:12]([O:15][C:16]3[CH:21]=[CH:20][C:19]([O:22][C:23]([F:26])([F:25])[F:24])=[CH:18][CH:17]=3)[CH:13]=2)[N:8]([C:27]2[CH:32]=[CH:31][C:30]([N:33]([CH2:36][CH3:37])[CH2:34][CH3:35])=[CH:29][CH:28]=2)[C:7]=1[CH2:38][C:39]([O:41][CH2:42][CH3:43])=[O:40])=[O:5])C.Cl.[OH-].[Na+]>CCO>[CH2:36]([N:33]([CH2:34][CH3:35])[C:30]1[CH:29]=[CH:28][C:27]([N:8]2[C:9]3[C:14](=[CH:13][C:12]([O:15][C:16]4[CH:17]=[CH:18][C:19]([O:22][C:23]([F:25])([F:24])[F:26])=[CH:20][CH:21]=4)=[CH:11][CH:10]=3)[C:6]([C:4]([OH:5])=[O:3])=[C:7]2[CH2:38][C:39]([O:41][CH2:42][CH3:43])=[O:40])=[CH:32][CH:31]=1)[CH3:37] |f:2.3|. Reported procedure: A mixture of 1-(4-diethylaminophenyl)-2-ethoxycarbonylmethyl-5-(4-trifluoromethoxyphenoxy)indole-3-carboxylic acid ethyl ester (63 mg, 0.12 mmol, see step (a) Example 75), HCl (aq, 1 M, 0.2 mL) and EtOH (1 mL) was heated at reflux for 2 h and cooled. The pH was adjusted to 4 by with NaOH (aq, 1 M) and the mixture was extracted with EtOAc. The organic layer was washed with brine, dried (Na2SO4), concentrated and purified by chromatography to give the title compound. Yield 61 mg (89%). The reactants are C(C1=CC=CC=C1)OC1=C(C#N)C=CC=C1 (2-(benzyloxy)benzonitrile), B(F)(F)F.CCOCC (Boron trifluoride diethyl etherate), C(C)[Mg]Br (ethylmagnesium bromide), solution. The reagents and catalysts are CC([O-])C.[Ti+4].CC([O-])C.CC([O-])C.CC([O-])C (Titanium(IV) isopropoxide). The solvent is C(C)OCC (diethyl ether), C(C)OCC (diethylether). Reaction conditions: temperature -78 celsius, time 10 minute. The product is C(C1=CC=CC=C1)OC1=C(C=CC=C1)C1(CC1)N (1-(2-(Benzyloxy)phenyl)cyclopropanamine). RXN SMILES: [CH2:1]([O:8][C:9]1[CH:16]=[CH:15][CH:14]=[CH:13][C:10]=1[C:11]#[N:12])[C:2]1[CH:7]=[CH:6][CH:5]=[CH:4][CH:3]=1.[CH2:17]([Mg]Br)[CH3:18].B(F)(F)F.CCOCC>C(OCC)C.CC(C)[O-].[Ti+4].CC(C)[O-].CC(C)[O-].CC(C)[O-]>[CH2:1]([O:8][C:9]1[CH:16]=[CH:15][CH:14]=[CH:13][C:10]=1[C:11]1([NH2:12])[CH2:18][CH2:17]1)[C:2]1[CH:3]=[CH:4][CH:5]=[CH:6][CH:7]=1 |f:2.3,5.6.7.8.9|. Reported procedure: Titanium(IV) isopropoxide (1.62 mL) was added to a stirred solution of 2-(benzyloxy)benzonitrile (1.05 g) in diethyl ether (25 mL) cooled to −78° C. under N2 followed by the dropwise addition of ethylmagnesium bromide (3.67 mL of a 3M solution in diethylether). The resulting mixture was stirred at −78° C. for 10 min and then warmed to rt over 1 h. Boron trifluoride diethyl etherate (1.27 mL) was added dropwise and the mixture was stirred for 1 h. The reaction was quenched with 1M HCl (30 mL). Di... The reactants are O=S1CCN(c2nc(Cl)nc3c(NCc4cccnc4)ncnc23)CC1, CC(O)CN. Yields the product CC(O)CNc1nc(N2CCS(=O)CC2)c2ncnc(NCc3cccnc3)c2n1. As a reaction SMILES: [Cl:1][c:2]1[n:3][c:4]([N:20]2[CH2:21][CH2:22][S:23](=[O:26])[CH2:24][CH2:25]2)[c:5]2[c:6]([n:7]1)[c:8]([NH:12][CH2:13][c:14]1[cH:15][n:16][cH:17][cH:18][cH:19]1)[n:9][cH:10][n:11]2.[NH2:27][CH2:28][CH:29]([CH3:30])[OH:31]>>[c:2]1([NH:27][CH2:28][CH:29]([CH3:30])[OH:31])[n:3][c:4]([N:20]2[CH2:21][CH2:22][S:23](=[O:26])[CH2:24][CH2:25]2)[c:5]2[c:6]([n:7]1)[c:8]([NH:12][CH2:13][c:14]1[cH:15][n:16][cH:17][cH:18][cH:19]1)[n:9][cH:10][n:11]2. Starting materials: C(C1=CC=CC=C1)(=O)Cl (benzoyl chloride), [Cl-].[Al+3].[Cl-].[Cl-] (aluminum chloride), ice, CC1(OC2=C(C(C1)C1=NC=CC=C1)C=CC=C2)C (3,4-dihydro-2,2-dimethyl-4(2-pyridyl)-2H-1-benzopyran), [N+](=O)([O-])C (nitromethane). Solvent: C(C)OCC (diethyl ether). Conditions: time 5 minute. Yields the product N1=C(C=CC=C1)C1OC2=C(C=C1)C=CC=C2 (2-pyridyl -2H-1-benzopyran). As a reaction SMILES: [Cl-].[Al+3].[Cl-].[Cl-].C[C:6]1([CH3:22])[CH2:11][CH:10](C2C=CC=CN=2)[C:9]2[CH:18]=[CH:19][CH:20]=[CH:21][C:8]=2[O:7]1.[C:23](Cl)(=O)[C:24]1C=CC=[CH:26][CH:25]=1.[N+:32](C)([O-])=O>C(OCC)C>[N:32]1[CH:26]=[CH:25][CH:24]=[CH:23][C:22]=1[CH:6]1[CH:11]=[CH:10][C:9]2[CH:18]=[CH:19][CH:20]=[CH:21][C:8]=2[O:7]1 |f:0.1.2.3|. Reported procedure: 264 mg of aluminum chloride were added to an ice-cooled solution of 237 mg of 3,4-dihydro-2,2-dimethyl-4(2-pyridyl)-2H-1-benzopyran in 6 ml of nitromethane. The mixture was stirred for 5 minutes, 349 mg of benzoyl chloride were added and the stirring was continued at 0° C. for 30 minutes and at room temperature for 16 hours. The reaction mixture was diluted with diethyl ether and washed with sodium hydroxide solution. The organic phase was dried over sodium sulphate and evaporated. The residue w... Reactants: BrCC(=O)C1(CCCC1)Br (2-Bromo-1-(1-bromo-cyclopentyl)-ethanone), N1=C(C=CC=C1)C (α-picoline). Run in CC(=O)C (acetone). Yields the product [Br-].C1(=CCCC1)C(C[N+]1=C(C=CC=C1)C)=O (1-(2-Cyclopent-1-enyl-2-oxo-ethyl)-2-methyl-pyridinium bromide salt). The yield is 117.6%. As a reaction SMILES: [Br:1][CH2:2][C:3]([C:5]1(Br)[CH2:9][CH2:8][CH2:7][CH2:6]1)=[O:4].[N:11]1[CH:16]=[CH:15][CH:14]=[CH:13][C:12]=1[CH3:17]>CC(C)=O>[Br-:1].[C:5]1([C:3](=[O:4])[CH2:2][N+:11]2[CH:16]=[CH:15][CH:14]=[CH:13][C:12]=2[CH3:17])[CH2:9][CH2:8][CH2:7][CH:6]=1 |f:3.4|. Reported procedure: 2-Bromo-1-(1-bromo-cyclopentyl)-ethanone (3.7 g, 13.7 mmol) and α-picoline (1.02 g, 11.0 mmol) in acetone were heated at reflux overnight. The reaction mixture was allowed to cool then concentrated in vacuo. The crude mass was washed with 30% ethyl acetate/petroleum ether and diethyl ether. 1-(2-Cyclopent-1-enyl-2-oxo-ethyl)-2-methyl-pyridinium bromide salt (3.65 g, 94%) was obtained as a semi-solid material and taken for next step without purification.